This data is from the Open Reaction Database (ORD), a public repository of structured organic reaction records. The task is: describe an organic reaction: reactants, conditions, products, and yield Starting materials: COC(=O)C1CN(C)C(Cc2ccc(OC)cc2)C(C)(C)C1=O, CC(C)=O, Cl. The product is COc1ccc(CC2N(C)CCC(=O)C2(C)C)cc1, Cl. RXN SMILES: [CH3:1][O:2][c:3]1[cH:4][cH:5][c:6]([CH2:7][CH:8]2[N:9]([CH3:21])[CH2:10][CH:11]([C:17]([O:18][CH3:19])=[O:20])[C:12](=[O:16])[C:13]2([CH3:14])[CH3:15])[cH:22][cH:23]1.[CH3:25][C:26](=[O:27])[CH3:28].[ClH:24]>>[CH3:1][O:2][c:3]1[cH:4][cH:5][c:6]([CH2:7][CH:8]2[N:9]([CH3:21])[CH2:10][CH2:11][C:12](=[O:16])[C:13]2([CH3:14])[CH3:15])[cH:22][cH:23]1.[ClH:24]. Reactants: solution, C(CCC)[Li] (n-butyl lithium), hexanes, CI (methyl iodide), C(C)OC(=O)N1[C@H](C[C@H](C2=CC(=C(C=C12)OC)OC)N(C(=O)OC)CC1=CC(=CC(=C1)C(F)(F)F)C(F)(F)F)C (cis-4-[(3,5-bis-trifluoromethyl-benzyl)-methoxycarbonyl-amino]-6,7-dimethoxy-2-methyl-3,4-dihydro-2H-quinoline-1-carboxylic acid ethyl ester). Solvent: O1CCCC1 (tetrahydrofuran). Reaction conditions: temperature -78 celsius, time 45 minute. Yields the product C(C)OC(=O)N1[C@H](C[C@H](C2=CC(=C(C=C12)OC)OC)N(C(=O)OC)C(C)C1=CC(=CC(=C1)C(F)(F)F)C(F)(F)F)C (cis-4-{[1-(3,5-Bis-trifluoromethyl-phenyl)-ethyl]-methoxycarbonyl-amino}-6,7-dimethoxy-2-methyl-3,4-dihydro-2H-quinoline-1-carboxylic Acid Ethyl Ester). As a reaction SMILES: [CH2:1]([O:3][C:4]([N:6]1[C:15]2[C:10](=[CH:11][C:12]([O:18][CH3:19])=[C:13]([O:16][CH3:17])[CH:14]=2)[C@H:9]([N:20]([CH2:25][C:26]2[CH:31]=[C:30]([C:32]([F:35])([F:34])[F:33])[CH:29]=[C:28]([C:36]([F:39])([F:38])[F:37])[CH:27]=2)[C:21]([O:23][CH3:24])=[O:22])[CH2:8][C@@H:7]1[CH3:40])=[O:5])[CH3:2].[CH2:41]([Li])CCC.CI>O1CCCC1>[CH2:1]([O:3][C:4]([N:6]1[C:15]2[C:10](=[CH:11][C:12]([O:18][CH3:19])=[C:13]([O:16][CH3:17])[CH:14]=2)[C@H:9]([N:20]([CH:25]([C:26]2[CH:27]=[C:28]([C:36]([F:37])([F:39])[F:38])[CH:29]=[C:30]([C:32]([F:35])([F:33])[F:34])[CH:31]=2)[CH3:41])[C:21]([O:23][CH3:24])=[O:22])[CH2:8][C@@H:7]1[CH3:40])=[O:5])[CH3:2]. Procedure details: To a pre-dried flask under nitrogen atmosphere was added cis-4-[(3,5-bis-trifluoromethyl-benzyl)-methoxycarbonyl-amino]-6,7-dimethoxy-2-methyl-3,4-dihydro-2H-quinoline-1-carboxylic acid ethyl ester (0.200 g, 0.346 mmol) and tetrahydrofuran (2 mL). The solution was cooled to −78° C. and a 1.83 M solution of n-butyl lithium in hexanes (0.23 g, 0.41 mmol) was added. The reaction was stirred at −78° C. for 45 min, then methyl iodide (0.026 mL, 0.41 mmol) was added and the reaction was warmed to 0° C... The reactants are FC1=C(C=CC=C1C(F)(F)F)C(C#N)CC (rac-2-(2-fluoro-3-trifluoromethyl-phenyl)-butyronitrile), C(CN)N (ethylene diamine). Yields the product FC1=C(C=CC=C1C(F)(F)F)C(CC)C=1NCCN1 (rac-2-[1-(2-Fluoro-3-trifluoromethyl-phenyl)-propyl]-4,5-dihydro-1H-imidazole). Reaction SMILES: [F:1][C:2]1[C:7]([C:8]([F:11])([F:10])[F:9])=[CH:6][CH:5]=[CH:4][C:3]=1[CH:12]([CH2:15][CH3:16])[C:13]#[N:14].[CH2:17](N)[CH2:18][NH2:19]>>[F:1][C:2]1[C:7]([C:8]([F:10])([F:11])[F:9])=[CH:6][CH:5]=[CH:4][C:3]=1[CH:12]([C:13]1[NH:19][CH2:18][CH2:17][N:14]=1)[CH2:15][CH3:16]. Procedure details: rac-2-[1-(2-Fluoro-3-trifluoromethyl-phenyl)-propyl]-4,5-dihydro-1H-imidazole was prepared from rac-2-(2-fluoro-3-trifluoromethyl-phenyl)-butyronitrile and ethylene diamine in analogy to Example 19 b): colourless powder; MS (ISP): 275.0 ((M+H)+.).